This data is from the Open Reaction Database (ORD), a public repository of structured organic reaction records. The task is: describe an organic reaction: reactants, conditions, products, and yield Reactants: FC(C(=O)O)F (difluoroacetic acid), CC1(CC=2C(=NC=NC2CC1)N1CCOC2=C(C1)C=C(C=C2)C=2C=C(C(=NC2)N)N)C (5-[4-(6,6-dimethyl-5,6,7,8-tetrahydroquinazolin-4-yl)-2,3,4,5-tetrahydro-1,4-benzoxazepin-7-yl]pyridine-2,3-diamine). The product is FC(C1=NC=2C(=NC=C(C2)C=2C=CC3=C(CN(CCO3)C3=NC=NC=4CCC(CC34)(C)C)C2)N1)F (7-[2-(difluoromethyl)-3H-imidazo[4,5-b]pyridin-6-yl]-4-(6,6-dimethyl-5,6,7,8-tetrahydroquinazolin-4-yl)-2,3,4,5-tetrahydro-1,4-benzoxazepine). As a reaction SMILES: [F:1][CH:2]([F:6])[C:3](O)=O.[CH3:7][C:8]1([CH3:37])[CH2:17][CH2:16][C:15]2[N:14]=[CH:13][N:12]=[C:11]([N:18]3[CH2:24][C:23]4[CH:25]=[C:26]([C:29]5[CH:30]=[C:31]([NH2:36])[C:32]([NH2:35])=[N:33][CH:34]=5)[CH:27]=[CH:28][C:22]=4[O:21][CH2:20][CH2:19]3)[C:10]=2[CH2:9]1>>[F:1][CH:2]([F:6])[C:3]1[NH:35][C:32]2=[N:33][CH:34]=[C:29]([C:26]3[CH:27]=[CH:28][C:22]4[O:21][CH2:20][CH2:19][N:18]([C:11]5[C:10]6[CH2:9][C:8]([CH3:37])([CH3:7])[CH2:17][CH2:16][C:15]=6[N:14]=[CH:13][N:12]=5)[CH2:24][C:23]=4[CH:25]=3)[CH:30]=[C:31]2[N:36]=1. Procedure: Prepared according to the method of example 4 by omitting step 3, and using difluoroacetic acid and 5-[4-(6,6-dimethyl-5,6,7,8-tetrahydroquinazolin-4-yl)-2,3,4,5-tetrahydro-1,4-benzoxazepin-7-yl]pyridine-2,3-diamine in step 4. 1H NMR (400 MHz, Methanol-d4): 8.70 (br, 1H), 8.34 (s, 1H), 8.23 (s, 1H), 7.64 (s, 1H), 7.55 (d, 1H), 7.12 (d, 1H), 7.05 (t, 1H), 4.63 (s, 2H), 4.37 (m, 2H), 3.95 (m, 2H), 2.79 (t, 2H), 2.49 (s, 2H), 1.66 (t, 2H), 0.88 (s, 6H); MS (EI) for C26H26F2N6O: 477 (MH+). Reactants: CC1=CC(=O)C=2C=CC=CC2C1=O (menadione), C(=O)(O)C1=CC=C(C=C1)CC(=O)O (4-carboxyphenylacetic acid). The product is CC1=C(C(C2C=CC=CC2C1=O)=O)CC1=CC=C(C(=O)O)C=C1 (4-(3-Methyl-1,4-dioxo-1,4,4a,8a-tetrahydro-naphthalen-2-ylmethyl)-benzoic acid). Isolated yield 12.0%. Reaction SMILES: [CH3:1][C:2]1[C:12](=[O:13])[C:11]2[CH:10]=[CH:9][CH:8]=[CH:7][C:6]=2[C:4](=[O:5])[CH:3]=1.[C:14]([C:17]1[CH:22]=[CH:21][C:20]([CH2:23]C(O)=O)=[CH:19][CH:18]=1)([OH:16])=[O:15]>>[CH3:1][C:2]1[C:12](=[O:13])[CH:11]2[CH:6]([CH:7]=[CH:8][CH:9]=[CH:10]2)[C:4](=[O:5])[C:3]=1[CH2:23][C:20]1[CH:21]=[CH:22][C:17]([C:14]([OH:16])=[O:15])=[CH:18][CH:19]=1. Procedure details: As starting materials for the coupling reaction menadione and 4-carboxyphenylacetic acid were used. Synthesis is realized according to the general procedure described in general procedure of example 1. After chromatography on silica gel (petroleum ether:CH2Cl2=1:3, UV), 102 mg (0.33 mmol, 12% yield) of P_TM50 were isolated as yellow solid. Reactants: CC(=O)O, O=CN(CC(CC1CCCC1)C(=O)NNc1nc(Cl)nc(NCCc2ccsc2)c1F)OC1CCCCO1, O. Product: O=CN(O)CC(CC1CCCC1)C(=O)NNc1nc(Cl)nc(NCCc2ccsc2)c1F. As a reaction SMILES: [CH3:39][C:40](=[O:41])[OH:42].[Cl:1][c:2]1[n:3][c:4]([NH:31][CH2:32][CH2:33][c:34]2[cH:35][s:36][cH:37][cH:38]2)[c:5]([F:30])[c:6]([NH:8][NH:9][C:10]([CH:11]([CH2:12][N:13]([CH:14]=[O:15])[O:16][CH:17]2[CH2:18][CH2:19][CH2:20][CH2:21][O:22]2)[CH2:23][CH:24]2[CH2:25][CH2:26][CH2:27][CH2:28]2)=[O:29])[n:7]1.[OH2:43]>>[Cl:1][c:2]1[n:3][c:4]([NH:31][CH2:32][CH2:33][c:34]2[cH:35][s:36][cH:37][cH:38]2)[c:5]([F:30])[c:6]([NH:8][NH:9][C:10]([CH:11]([CH2:12][N:13]([CH:14]=[O:15])[OH:16])[CH2:23][CH:24]2[CH2:25][CH2:26][CH2:27][CH2:28]2)=[O:29])[n:7]1. The reactants are C1CCC(CC1)N=C=NC2CCCCC2 (DCC), CS(=O)(=O)C1=CC=C(C=C1)CC(=O)O (4-methylsulfonylphenylacetic acid), crude product, C1CCC(CC1)N=C=NC2CCCCC2 (DCC), [N+](=O)([O-])C1=C(C=C(C(=C1)Cl)Cl)CC(=O)N([C@H]1[C@@H](CCC2=CC=C(C=C12)[N+](=O)[O-])N1CCCC1)C (2-(2-Nitro-4,5-dichlorophenyl)-N-methyl-N-[(±)-trans-2-(1-pyrrolidinyl)-7-nitro-1,2,3,4-tetrahydronaphth-1-yl]acetamide), N1=CC=CC=C1 (pyridine). Product: CS(=O)(=O)C1=CC=C(C=C1)CC(=O)N([C@H](CN1CCCC1)C1=CC(=CC=C1)[N+](=O)[O-])C (2-(4-Methylsulfonylphenyl)-N-methyl-N-[(1S)-1-(3-nitrophenyl)-2-(1-pyrrolidinyl)ethyl]acetamide), Cl (HCl). RXN SMILES: C1CCC(N=C=NC2CCCCC2)CC1.[N+]([C:19]1[CH:24]=[C:23]([Cl:25])[C:22](Cl)=[CH:21][C:20]=1[CH2:27][C:28]([N:30]([CH3:49])[C@@H:31]1[C:40]2[C:35](=[CH:36][CH:37]=[C:38]([N+:41]([O-:43])=[O:42])[CH:39]=2)CC[C@H:32]1[N:44]1[CH2:48][CH2:47][CH2:46][CH2:45]1)=[O:29])([O-])=O.[CH3:50][S:51](C1C=CC(CC(O)=O)=CC=1)(=[O:53])=[O:52].N1C=CC=CC=1>>[CH3:50][S:51]([C:23]1[CH:22]=[CH:21][C:20]([CH2:27][C:28]([N:30]([CH3:49])[C@@H:31]([C:40]2[CH:35]=[CH:36][CH:37]=[C:38]([N+:41]([O-:43])=[O:42])[CH:39]=2)[CH2:32][N:44]2[CH2:48][CH2:47][CH2:46][CH2:45]2)=[O:29])=[CH:19][CH:24]=1)(=[O:53])=[O:52].[ClH:25]. Procedure: This compound was prepared via the general DCC/pyr coupling procedure from 8 (0.5138 g, 2.061 mmol), 4-methylsulfonylphenylacetic acid (0.8825 g, 4.119 mmol), DCC(0.8771 g, 4.251 mmol), and pyridine (0.34 mL, 4.245 mmol). The crude product was gravity column chromatographed eluting with CHCl3:2% NH3 before it was converted to the HCl salt with 1.0 M HCl in Et2O and crystallized from MeOH to yield 14 HCl.(0.4695 g, 47%): m.p. (HCl salt) 276-277° C.; 1H NMR (HCl salt, DMSO-d6) δ2.0 (br s, 4H, —CH2...